This data is from the Open Reaction Database (ORD), a public repository of structured organic reaction records. The task is: describe an organic reaction: reactants, conditions, products, and yield The reactants are NC1=CC(=NC=N1)C(=O)OC (methyl 6-aminopyrimidine-4-carboxylate), [Li+].[BH4-] (LiBH4). Solvent: CO (MeOH). Reaction conditions: temperature 70 celsius, time 16 hour. Yields the product NC1=CC(=NC=N1)CO ((6-aminopyrimidin-4-yl)-methanol). Isolated yield 61.5%. Reaction SMILES: [NH2:1][C:2]1[N:7]=[CH:6][N:5]=[C:4]([C:8](OC)=[O:9])[CH:3]=1.[Li+].[BH4-]>CO>[NH2:1][C:2]1[N:7]=[CH:6][N:5]=[C:4]([CH2:8][OH:9])[CH:3]=1 |f:1.2|. Procedure details: To a stirred solution of methyl 6-aminopyrimidine-4-carboxylate (2.0 g, 13 mmol) in MeOH (20 mL) at 25° C., was added LiBH4 (0.85 g, 39 mmol). After addition, the resulting mixture was allowed to stir at 70° C. for 16 hours. TLC indicated the starting material was consumed completely at this point. Solvents were removed under reduced pressure and the residue was purified via chromatography column on silica gel eluting with a 5% gradient of methanol in dichloromethane to give the desired alcohol ... Reactants: FC1=CC=C(C=C1)C=1CCN(CC1)CCOC1=CC=C(C=C1)[N+](=O)[O-] (4-(p-fluorophenyl)-1,2,3,6-tetrahydro-1-[2-(p-nitrophenoxy) ethyl]pyridine), [OH-].[Na+] (sodium hydroxide), Cl (hydrochloride), Cl (hydrogen chloride), Cl (hydrochloric acid), C(C)O (ethanol). Reagents/catalysts: [Fe] (iron). Solvent: O (water), C(C)(=O)OCC (ethyl acetate). Product: Cl.Cl.NC1=CC=C(OCCN2CCC(=CC2)C2=CC=C(C=C2)F)C=C1 (1-[2-(p-aminophenoxy)ethyl]-4-(p-fluorophenyl)-1,2,3,6-tetrahydropyridine dihydrochloride). Reaction SMILES: [F:1][C:2]1[CH:7]=[CH:6][C:5]([C:8]2[CH2:9][CH2:10][N:11]([CH2:14][CH2:15][O:16][C:17]3[CH:22]=[CH:21][C:20]([N+:23]([O-])=O)=[CH:19][CH:18]=3)[CH2:12][CH:13]=2)=[CH:4][CH:3]=1.[ClH:26].C(O)C.[OH-].[Na+]>C(OCC)(=O)C.[Fe].O>[ClH:26].[ClH:26].[NH2:23][C:20]1[CH:19]=[CH:18][C:17]([O:16][CH2:15][CH2:14][N:11]2[CH2:10][CH:9]=[C:8]([C:5]3[CH:4]=[CH:3][C:2]([F:1])=[CH:7][CH:6]=3)[CH2:13][CH2:12]2)=[CH:22][CH:21]=1 |f:3.4,8.9.10|. Procedure: 0.2 g. of powdered iron is added to a solution of 0.34 g. of 4-(p-fluorophenyl)-1,2,3,6-tetrahydro-1-[2-(p-nitrophenoxy) ethyl]pyridine in a mixture of 2 ml. of 1N hydrochloric acid, 10 ml. of ethanol and 10 ml. of water. The mixture is refluxed for 4 hrs., cooled and made alkaline by addition of 1N sodium hydroxide. After addition of 20 ml. of chloroform and celite, the mixture is filtered. The organic phase is separated, dried and evaporated. The oily residue obtained is dissolved in ethyl ace... Reactants: [Br-], O=Cc1ccc(Br)cc1, CC#C[Mg+], C1CCOC1. Yields the product CC#CC(=O)c1ccc(Br)cc1. RXN SMILES: [Br-:10].[Br:1][c:2]1[cH:3][cH:4][c:5]([CH:6]=[O:7])[cH:8][cH:9]1.[C:11](#[C:12][CH3:13])[Mg+:14].[CH2:15]1[O:16][CH2:17][CH2:18][CH2:19]1>>[Br:1][c:2]1[cH:3][cH:4][c:5]([C:6](=[O:7])[C:11]#[C:12][CH3:13])[cH:8][cH:9]1. Reactants: C(C1=CC=CC=C1)OC=1C=C(C=CC1)C(C=1C(NC=NN1)=O)NC(=O)C1CCC1 (cyclobutanecarboxylic acid [(3-benzyloxy-phenyl)-(5-oxo-4,5-dihydro-[1,2,4]triazin-6-yl)-methyl]-amide). Run in O=P(Cl)(Cl)Cl (POCl3). Reaction conditions: temperature 0 celsius. Product: C(C1=CC=CC=C1)OC=1C=C(C=CC1)C=1N=C(N2N=CNC(C21)=O)C2CCC2 (5-(3-benzyloxy-phenyl)-7-cyclobutyl-3H-imidazo[5,1-f][1,2,4]triazin-4-one). Reaction SMILES: [CH2:1]([O:8][C:9]1[CH:10]=[C:11]([CH:15]([NH:23][C:24]([CH:26]2[CH2:29][CH2:28][CH2:27]2)=O)[C:16]2[C:17](=[O:22])[NH:18][CH:19]=[N:20][N:21]=2)[CH:12]=[CH:13][CH:14]=1)[C:2]1[CH:7]=[CH:6][CH:5]=[CH:4][CH:3]=1>O=P(Cl)(Cl)Cl>[CH2:1]([O:8][C:9]1[CH:10]=[C:11]([C:15]2[N:23]=[C:24]([CH:26]3[CH2:29][CH2:28][CH2:27]3)[N:21]3[C:16]=2[C:17](=[O:22])[NH:18][CH:19]=[N:20]3)[CH:12]=[CH:13][CH:14]=1)[C:2]1[CH:7]=[CH:6][CH:5]=[CH:4][CH:3]=1. Reported procedure: A solution of cyclobutanecarboxylic acid [(3-benzyloxy-phenyl)-(5-oxo-4,5-dihydro-[1,2,4]triazin-6-yl)-methyl]-amide (216 mg, 0.553 mmol) in POCl3 (5 mL) was heated to 55° C. in an oil bath for 3 h. The reaction mixture was concentrated in vacuo and cooled to 0° C. and charged with 2M NH3 in i-PrOH until slightly basic. The solution was concentrated in vacuo and the reaction mixture was partitioned between EtOAc and H2O and separated. The aqueous layer was re-extracted with EtOAc (3×) and the co...